Dataset: the Open Reaction Database (ORD), a public repository of structured organic reaction records. Task: describe an organic reaction: reactants, conditions, products, and yield The reactants are FC=1C(=C(C(=C(C1C(=O)O)C(=O)O)F)F)F (tetrafluorophthalic acid), 14.0, [OH-].[Ca+2].[OH-] (calcium hydroxide). Solvent: O (water). Conditions: temperature 70 celsius, time 18 hour. Yields the product FC1=C(C(=O)O)C=C(C(=C1F)F)F (2,3,4,5-tetrafluorobenzoic acid). RXN SMILES: [F:1][C:2]1[C:3]([F:16])=[C:4]([F:15])[C:5]([F:14])=[C:6](C(O)=O)[C:7]=1[C:8]([OH:10])=[O:9].[OH-].[Ca+2].[OH-]>O>[F:1][C:2]1[C:3]([F:16])=[C:4]([F:15])[C:5]([F:14])=[CH:6][C:7]=1[C:8]([OH:10])=[O:9] |f:1.2.3|. Procedure: In a flask of an inner volume of 1 liter, 200 g (1.0 mole) of 3,4,5,6-tetrafluorophthalonitrile, 459 g of sulfuric acid, and 391 g of water were placed and heated and stirred for reaction under reflux for 17 hours. After completion of the reaction, the reactant was cooled. The precipitate of 3,4,5,6-tetrafluorophthalic acid consequently formed was separated by filtration. The cake, on analysis, was found to contain 5.0% by weight of sulfuric acid, 2.0% by weight of ammonium sulfate, and 7.2% by ... The reactants are C24H26Cl2N4O2, ClC1=C(C(=O)O)C=CC(=C1)C(=O)NC(C)C1=NC2=C(N1)C=CC(=C2)Cl (rac.-2-chloro-4-{N-[1-(5-chloro-1H-benzimidazol-2-yl)ethyl]aminocarbonyl}benzoic acid), C(C)(C)C1NCCC1 (rac.-2-isopropylpyrrolidine), C(C)(C)N(CC)C(C)C (diisopropylethylamine), ClCl (chlorine). Run in CS(=O)C (DMSO). Yields the product ClC=1C=C(C(=O)NC(C)C2=NC3=C(N2)C=CC(=C3)Cl)C=CC1C(=O)N1C(CCC1)C(C)C (3-chloro-N-[1-(5-chloro-1H-benzimidazol-2-yl)ethyl]-4-(2-isopropylpyrrolidin-1-ylcarbonyl)benzamide). As a reaction SMILES: [Cl:1][C:2]1[CH:10]=[C:9]([C:11]([NH:13][CH:14]([C:16]2[NH:20][C:19]3[CH:21]=[CH:22][C:23]([Cl:25])=[CH:24][C:18]=3[N:17]=2)[CH3:15])=[O:12])[CH:8]=[CH:7][C:3]=1[C:4](O)=[O:5].[CH:26]([CH:29]1[CH2:33][CH2:32][CH2:31][NH:30]1)([CH3:28])[CH3:27].C(N(C(C)C)CC)(C)C.ClCl>CS(C)=O>[Cl:1][C:2]1[CH:10]=[C:9]([CH:8]=[CH:7][C:3]=1[C:4]([N:30]1[CH2:31][CH2:32][CH2:33][CH:29]1[CH:26]([CH3:28])[CH3:27])=[O:5])[C:11]([NH:13][CH:14]([C:16]1[NH:20][C:19]2[CH:21]=[CH:22][C:23]([Cl:25])=[CH:24][C:18]=2[N:17]=1)[CH3:15])=[O:12]. Procedure details: Prepared analogously to Example 1d from rac.-2-chloro-4-{N-[1-(5-chloro-1H-benzimidazol-2-yl)ethyl]aminocarbonyl}benzoic acid, rac.-2-isopropylpyrrolidine, PFTU, and diisopropylethylamine in DMSO at ambient temperature. HPLC-MS results: retention time: 4.71 minutes; C24H26Cl2N4O2 (473.40); mass spectrum: (M−H)−=472/474/476 (chlorine isotope). The reactants are C(C)(C)(C)OC(=O)C1=C(C=CC=C1)C1=CC=C(C=C1)CN1C(=NC(=C1C(=O)N)C(C(C)(C)C)O)CCC (1-[(2'-t-butoxycarbonylbiphenyl-4-yl)methyl]-4-(1-hydroxy-2,2-dimethylpropyl)-2-propylimidazole-5-carboxamide), Cl (hydrochloride). Yields the product C(=O)(O)C1=C(C=CC=C1)C1=CC=C(C=C1)CN1C(=NC(=C1C(=O)N)C(C(C)(C)C)O)CCC (1-[(2'-Carboxybiphenyl-4-yl)methyl]-4-(1-hydroxy-2,2-dimethylpropyl)-2-propylimidazole-5-carboxamide). As a reaction SMILES: C([O:5][C:6]([C:8]1[CH:13]=[CH:12][CH:11]=[CH:10][C:9]=1[C:14]1[CH:19]=[CH:18][C:17]([CH2:20][N:21]2[C:25]([C:26]([NH2:28])=[O:27])=[C:24]([CH:29]([OH:34])[C:30]([CH3:33])([CH3:32])[CH3:31])[N:23]=[C:22]2[CH2:35][CH2:36][CH3:37])=[CH:16][CH:15]=1)=[O:7])(C)(C)C.Cl>>[C:6]([C:8]1[CH:13]=[CH:12][CH:11]=[CH:10][C:9]=1[C:14]1[CH:15]=[CH:16][C:17]([CH2:20][N:21]2[C:25]([C:26]([NH2:28])=[O:27])=[C:24]([CH:29]([OH:34])[C:30]([CH3:31])([CH3:33])[CH3:32])[N:23]=[C:22]2[CH2:35][CH2:36][CH3:37])=[CH:18][CH:19]=1)([OH:7])=[O:5]. Reported procedure: Following a procedure similar to that described in Example 52(c), but using 139 mg of 1-[(2'-t-butoxycarbonylbiphenyl-4-yl)methyl]-4-(1-hydroxy-2,2-dimethylpropyl)-2-propylimidazole-5-carboxamide [prepared as described in step (g) above], 96 mg of the hydrochloride of the title compound were obtained as a powder, melting at above 160° C. (with softening). Reaction SMILES: [BH4-].[Na+].[Cl:3][C:4]1[CH:5]=[CH:6][C:7]2[CH:13]=[CH:12][C:11]3[CH:14]=[CH:15][CH:16]=[CH:17][C:10]=3[C:9](=[O:18])[C:8]=2[CH:19]=1>O.CO>[Cl:3][C:4]1[CH:5]=[CH:6][C:7]2[CH:13]=[CH:12][C:11]3[CH:14]=[CH:15][CH:16]=[CH:17][C:10]=3[CH:9]([OH:18])[C:8]=2[CH:19]=1 |f:0.1|. Procedure: A solution of 0.30 gram (0.0078 mole) of sodium borohydride in 5 milliliters of water was added to a solution of 0.75 gram (3.2 millimoles) of 3-chloro-5H-dibenzo[a,d]cyclohepten-5-one in 50 milliliters of methanol and the resulting mixture heated for 15 minutes at reflux temperature to obtain 3-chloro-5H-dibenzo[a,d]cyclohepten-5-ol intermediate in the reaction mixture. The solvent was evaporated and the residue intermediate slurried with water, filtered, washed and dried at 65° C. in vacuum ov... Yields the product ClC=1C=CC2=C(C(C3=C(C=C2)C=CC=C3)O)C1 (3-chloro-5H-dibenzo[a,d]cyclohepten-5-ol). Solvent: O (water), CO (methanol). Starting materials: [BH4-].[Na+] (sodium borohydride), ClC=1C=CC2=C(C(C3=C(C=C2)C=CC=C3)=O)C1 (3-chloro-5H-dibenzo[a,d]cyclohepten-5-one).